describe an organic reaction: reactants, conditions, products, and yield From a dataset of the Open Reaction Database (ORD), a public repository of structured organic reaction records. As a reaction SMILES: [N:1]1([C:6]2([C:11]#[N:12])[CH2:10][CH2:9][CH2:8][CH2:7]2)[CH2:5][CH:4]=[CH:3][CH2:2]1.[C:13]1([Li])[CH:18]=[CH:17][CH:16]=[CH:15][CH:14]=1.C(OCCCC)CCC.[BH4-].[Na+].NC(C1C=CC=CC=1)C1(N(C)C)CCCC1>C1COCC1.CO>[N:1]1([C:6]2([CH:11]([NH2:12])[C:13]3[CH:18]=[CH:17][CH:16]=[CH:15][CH:14]=3)[CH2:10][CH2:9][CH2:8][CH2:7]2)[CH2:5][CH:4]=[CH:3][CH2:2]1 |f:3.4|. Yields the product N1(CC=CC1)C1(CCCC1)C(C1=CC=CC=C1)N ((±)-[[1-(2,5-Dihydro-1H-pyrrol-1-yl)cyclopentyl](phenyl)methyl]amine). The yield is 45.0%. The solvent is C1CCOC1 (THF), CO (methanol). Reactants: N1(CC=CC1)C1(CCCC1)C#N (1-(2,5-dihydro-1H-pyrrol-1-yl)cyclopentanecarbonitrile), C1(=CC=CC=C1)[Li] (phenyllithium), C(CCC)OCCCC (di-n-butylether), [BH4-].[Na+] (sodium borohydride), NC(C1(CCCC1)N(C)C)C1=CC=CC=C1 (Racemic {1-[amino(phenyl)methyl]cyclopentyl}dimethylamine). Procedure: The title compound (1.35 g; 45%) was prepared from 1-(2,5-dihydro-1H-pyrrol-1-yl)cyclopentanecarbonitrile D37 (2.0 g; 12.3 mmol), and phenyllithium in di-n-butylether (7.5 ml of 1.8M solution; 13.5 mmol) in THF (20 ml), followed by reaction with sodium borohydride (1.402 g; 36.9 mmol) in methanol (20 ml) in a similar manner to that described in D2. Mass Spectrum (Electrospray LC/MS): Found 243 (MH+). C16H22N2 requires 242. Ret. time 1.02 min. Starting materials: FC(OC1=CC=C(N)C=C1)(F)F (4-(trifluoromethoxy)-aniline), O=C1CCN(CC1)[C@@H](CC#N)C ((R)-3-(4-oxo-piperidin-1-yl]-butyronitrile). Product: NCC[C@@H](C)N1CCC(CC1)NC1=CC=C(C=C1)OC(F)(F)F ([1-((R)-3-amino-1-methyl-propyl)-piperidin-4-yl]-(4-trifluoromethoxy-phenyl)-amine). As a reaction SMILES: [F:1][C:2]([F:12])([F:11])[O:3][C:4]1[CH:10]=[CH:9][C:7]([NH2:8])=[CH:6][CH:5]=1.O=[C:14]1[CH2:19][CH2:18][N:17]([C@H:20]([CH3:24])[CH2:21][C:22]#[N:23])[CH2:16][CH2:15]1>>[NH2:23][CH2:22][CH2:21][C@H:20]([N:17]1[CH2:18][CH2:19][CH:14]([NH:8][C:7]2[CH:9]=[CH:10][C:4]([O:3][C:2]([F:11])([F:12])[F:1])=[CH:5][CH:6]=2)[CH2:15][CH2:16]1)[CH3:24]. Reported procedure: Using general procedure A with 4-(trifluoromethoxy)-aniline (0.21 mL, 1.55 mmol) and (R)-3-(4-oxo-piperidin-1-yl]-butyronitrile (310 mg, 1.87 mmol) followed by general procedure J afforded [1-((R)-3-amino-1-methyl-propyl)-piperidin-4-yl]-(4-trifluoromethoxy-phenyl)-amine as a white solid (277 mg, 55% over 2 steps). Reactants: CC(=O)CC(C)C, O=C1NCCN1C1CCNCC1, [Na+], [Na+], O=C([O-])[O-], Cc1ccc(S(=O)(=O)OCCC2COc3ccccc3O2)cc1. The product is O=C1NCCN1C1CCN(CCC2COc3ccccc3O2)CC1. RXN SMILES: [CH3:42][CH:43]([CH3:44])[CH2:45][C:46](=[O:47])[CH3:48].[NH:24]1[CH2:25][CH2:26][CH:27]([N:30]2[C:31](=[O:35])[NH:32][CH2:33][CH2:34]2)[CH2:28][CH2:29]1.[Na+:36].[Na+:37].[O-:38][C:39](=[O:40])[O-:41].[S:1]([O:2][CH2:12][CH2:13][CH:14]1[CH2:15][O:16][c:17]2[c:18]([cH:20][cH:21][cH:22][cH:23]2)[O:19]1)([c:3]1[cH:4][cH:5][c:6]([CH3:7])[cH:8][cH:9]1)(=[O:10])=[O:11]>>[CH2:12]([CH2:13][CH:14]1[CH2:15][O:16][c:17]2[c:18]([cH:20][cH:21][cH:22][cH:23]2)[O:19]1)[N:24]1[CH2:25][CH2:26][CH:27]([N:30]2[C:31](=[O:35])[NH:32][CH2:33][CH2:34]2)[CH2:28][CH2:29]1.